Dataset: the Open Reaction Database (ORD), a public repository of structured organic reaction records. Task: describe an organic reaction: reactants, conditions, products, and yield Starting materials: CCCBr, CN(C)C=O, [H-], [Na+], Cc1cc(C)c(-c2cccc(CO)n2)c(C)c1. Yields the product CCCOCc1cccc(-c2c(C)cc(C)cc2C)n1. RXN SMILES: [Br:20][CH2:21][CH2:22][CH3:23].[CH3:24][N:25]([CH3:26])[CH:27]=[O:28].[H-:18].[Na+:19].[c:1]1([CH3:17])[c:2](-[c:9]2[cH:10][cH:11][cH:12][c:13]([CH2:15][OH:16])[n:14]2)[c:3]([CH3:8])[cH:4][c:5]([CH3:7])[cH:6]1>>[c:1]1([CH3:17])[c:2](-[c:9]2[cH:10][cH:11][cH:12][c:13]([CH2:15][O:16][CH2:21][CH2:22][CH3:23])[n:14]2)[c:3]([CH3:8])[cH:4][c:5]([CH3:7])[cH:6]1. Starting materials: CC(=O)O[C@H]1CC[C@@H]2[C@@]1(CC[C@H]3[C@H]2CCC4=CC(=O)CC[C@]34C)C (Testosterone acetate), C=O (formaldehyde), C1(=CC=CC=C1)S (thiophenol), C=O (formaldehyde), C1(=CC=CC=C1)S (thiophenol). Solvent: [Cl-].[Na+].O (brine), N(CCO)(CCO)CCO (triethanolamine). Run at time 15 minute. Product: CC1=C2CC[C@H]3[C@@H]4CCC([C@@]4(C)CC[C@@H]3[C@]2(CCC1=O)C)=O (4-methyl-4-androsten-3,17-dione). Reaction SMILES: CC([O:4][C@@H:5]1[C@@:9]2([CH3:24])[CH2:10][CH2:11][C@@H:12]3[C@:22]4([CH3:23])[C:16](=[CH:17][C:18]([CH2:20][CH2:21]4)=[O:19])[CH2:15][CH2:14][C@H:13]3[C@@H:8]2[CH2:7][CH2:6]1)=O.C=O.[C:27]1(S)C=CC=CC=1>N(CCO)(CCO)CCO.[Cl-].[Na+].O>[CH3:27][C:17]1[C:18](=[O:19])[CH2:20][CH2:21][C@@:22]2([CH3:23])[C:16]=1[CH2:15][CH2:14][C@@H:13]1[C@@H:12]2[CH2:11][CH2:10][C@@:9]2([CH3:24])[C@H:8]1[CH2:7][CH2:6][C:5]2=[O:4] |f:4.5.6|. Reported procedure: A mixture of Testosterone acetate (available from Steraloids Inc, Wilton, N.H. USA) (3.3 g, 10 mmol.), aqueous formaldehyde (1 mL) and thiophenol (0.9 g, 8 mmol ) is stirred in triethanolamine (30 mL) for 10 h under an atmosphere of argon at 110° C. After 4 h. additional aqueous formaldehyde (0.7 mL) and thiophenol (0.5 mg) are added. After cooling, the mixture is poured in brine and extracted with methylene chloride. The organic phase is washed with dilute sodium hydroxide solution and with wat... Reactants: C(C)(=O)SCCCC(=O)N1[C@H](C(=O)O)CC(C1)(C1=CC=C(C=C1)C)O (1-[4-(Acetylthio)-1-oxobutyl]-4-hydroxy-4-[(4-methyl)phenyl]-L-proline), N (ammonia). Yields the product OC1(C[C@H](N(C1)C(CCCS)=O)C(=O)O)C1=CC=C(C=C1)C (4-hydroxy-4-[(4-methyl)phenyl]-1-(4-mercapto-1-oxobutyl)-L-proline). Reaction SMILES: C([S:4][CH2:5][CH2:6][CH2:7][C:8]([N:10]1[CH2:17][C:16]([OH:25])([C:18]2[CH:23]=[CH:22][C:21]([CH3:24])=[CH:20][CH:19]=2)[CH2:15][C@H:11]1[C:12]([OH:14])=[O:13])=[O:9])(=O)C.N>>[OH:25][C:16]1([C:18]2[CH:19]=[CH:20][C:21]([CH3:24])=[CH:22][CH:23]=2)[CH2:17][N:10]([C:8](=[O:9])[CH2:7][CH2:6][CH2:5][SH:4])[C@H:11]([C:12]([OH:14])=[O:13])[CH2:15]1. Procedure: The product from part (b) is treated with concentrated ammonia according to the procedure of Example 2 to yield 4-hydroxy-4-[(4-methyl)phenyl]-1-(4-mercapto-1-oxobutyl)-L-proline. The reactants are CON, CO, Cl, O=C(CO)Cc1c(Cl)cc(Cl)cc1Cl, c1ccncc1. Yields the product CON=C(CO)Cc1c(Cl)cc(Cl)cc1Cl. As a reaction SMILES: [CH3:22][O:23][NH2:24].[CH3:25][OH:26].[ClH:21].[OH:1][CH2:2][C:3]([CH2:4][c:5]1[c:6]([Cl:13])[cH:7][c:8]([Cl:12])[cH:9][c:10]1[Cl:11])=[O:14].[cH:15]1[cH:16][cH:17][n:18][cH:19][cH:20]1>>[OH:1][CH2:2][C:3]([CH2:4][c:5]1[c:6]([Cl:13])[cH:7][c:8]([Cl:12])[cH:9][c:10]1[Cl:11])=[N:24][O:23][CH3:22]. Starting materials: 91, C(C1=CC=CC=C1)O[C@@H]1[C@H]2[C@H](OC)O[C@@H]1CN2 (Methyl 3-O-benzyl-2,5-dideoxy-2,5-imino-β-D-lyxofuranoside), C(C1=CC=CC=C1)O[C@@H]1[C@H]2[C@H](OC)O[C@@H]1CN2C(=O)OCC2=CC=CC=C2 (methyl 3-O-benzyl-N-benzyloxycarbonyl-2,5-dideoxy-2,5-imino-β-D-lyxofuranoside), ether-hexane, C21H 23 NO5, 91, 108, 158, 202. The solvent is C(Cl)(Cl)Cl (chloroform), C(Cl)(Cl)Cl (chloroform), C(Cl)(Cl)Cl (chloroform). Yields the product C(C1=CC=CC=C1)O[C@@H]1[C@H]2C(OC)O[C@@H]1CN2C(=O)OCC2=CC=CC=C2 (Methyl 3-O-benzyl-N-benzyloxycarbonyl-2,5-dideoxy-2,5-imino-D-lyxofuranoside). RXN SMILES: C(O[C@H]1[C@H]2CN[C@@H]1[C@@H](O2)OC)C1C=CC=CC=1.[CH2:18]([O:25][C@H:26]1[C@H:32]2[CH2:33][N:34]([C:35]([O:37][CH2:38][C:39]3[CH:44]=[CH:43][CH:42]=[CH:41][CH:40]=3)=[O:36])[C@@H:27]1[C@@H:28]([O:31]2)[O:29][CH3:30])[C:19]1[CH:24]=[CH:23][CH:22]=[CH:21][CH:20]=1>C(Cl)(Cl)Cl>[CH2:18]([O:25][C@H:26]1[C@H:32]2[CH2:33][N:34]([C:35]([O:37][CH2:38][C:39]3[CH:44]=[CH:43][CH:42]=[CH:41][CH:40]=3)=[O:36])[C@@H:27]1[CH:28]([O:31]2)[O:29][CH3:30])[C:19]1[CH:20]=[CH:21][CH:22]=[CH:23][CH:24]=1. Procedure details: Methyl 3-O-benzyl-2,5-dideoxy-2,5-imino-α-D-lyxofuranoside (13α) (870 mg, 3.70 mmol) was stirred with a 3:2 mixture of ether and saturated aqueous sodium bicarbonate (60 ml). Benzyl chloroformate (1.57 ml, 11.1 mmol) was added to the mixture which was stirred at room temperature for 12 hours. The ether layer was separated and the aqueous phase further extracted with ether (4×25 ml). The combined extracts were dried, filtered and the solvent removed. Purification by flash chromatography (ether-he... The reactants are C12C(CCCC1)C(=O)OC2=O (1,2-cyclohexanedicarboxylic anhydride), N (ammonia). Reaction conditions: time 2 hour. Yields the product C12C(CCCC1)C(NC2=O)=O (cyclohexane-1,2-dicarboximide). RXN SMILES: [CH:1]12[C:10](=[O:11])O[C:7](=[O:8])[CH:2]1[CH2:3][CH2:4][CH2:5][CH2:6]2.[NH3:12]>>[CH:1]12[C:10](=[O:11])[NH:12][C:7](=[O:8])[CH:2]1[CH2:3][CH2:4][CH2:5][CH2:6]2. Reported procedure: A mixture of 1,2-cyclohexanedicarboxylic anhydride (3 g; 19.5 mmol) and 29% aqueous ammonia (3.4 g) was heated and kept at an inner temperature of 180°-190° C. for 2 hours to give cyclohexane-1,2-dicarboximide. M.P. 132°-136° C.